Dataset: the Open Reaction Database (ORD), a public repository of structured organic reaction records. Task: describe an organic reaction: reactants, conditions, products, and yield The reactants are C(O)([O-])=O.[Na+] (sodium hydrogencarbonate), C1(=CC=CC=C1)S(=O)(=O)N1C(=CC=2C1=NC=C(C2)SC)C=2OC=CN2 (1-benzenesulfonyl-2-(oxazol-2-yl)-5-methylthio-1H-pyrrolo[2,3-b]pyridine), O.O.O.O.O.O.C(C=1C(C(=O)[O-])=CC=CC1)(=O)O[O-].[Mg+2] (magnesium monoperoxyphtalate hexahydrate), ClCCl (dichloromethane). The solvent is CO (methanol). Run at temperature 0 celsius, time 30 minute. The product is C1(=CC=CC=C1)S(=O)(=O)N1C(=CC=2C1=NC=C(C2)S(=O)(=O)C)C=2OC=CN2 (1-benzenesulfonyl-2-(oxazol-2-yl)-5-methanesulfonyl-1H-pyrrolo[2,3-b]pyridine). The yield is 46.0%. RXN SMILES: [C:1]1([S:7]([N:10]2[C:14]3=[N:15][CH:16]=[C:17]([S:19][CH3:20])[CH:18]=[C:13]3[CH:12]=[C:11]2[C:21]2[O:22][CH:23]=[CH:24][N:25]=2)(=[O:9])=[O:8])[CH:6]=[CH:5][CH:4]=[CH:3][CH:2]=1.[OH2:26].[OH2:27].O.O.O.O.C(O[O-])(=O)C1C(=CC=CC=1)C([O-])=O.[Mg+2].ClCCl.C(=O)([O-])O.[Na+]>CO>[C:1]1([S:7]([N:10]2[C:14]3=[N:15][CH:16]=[C:17]([S:19]([CH3:20])(=[O:27])=[O:26])[CH:18]=[C:13]3[CH:12]=[C:11]2[C:21]2[O:22][CH:23]=[CH:24][N:25]=2)(=[O:8])=[O:9])[CH:2]=[CH:3][CH:4]=[CH:5][CH:6]=1 |f:1.2.3.4.5.6.7.8,10.11|. Procedure: A mixture of 1-benzenesulfonyl-2-(oxazol-2-yl)-5-methylthio-1H-pyrrolo[2,3-b]pyridine (28 mg), magnesium monoperoxyphtalate hexahydrate (116 mg, 80% purity), dichloromethane (1.2 ml) and methanol (0.5 ml) was stirred at 0° C. for 30 minutes. To the reaction mixture was added a saturated aqueous sodium hydrogencarbonate solution, and the mixture was extracted with dichloromethane, washed with a saturated aqueous NaCl solution, dried over sodium sulfate and concentrated under reduced pressure. The... The reactants are C(C)(C)(C)OC(=O)N1CCC(CC1)C(=O)NC=1C=C(C=CC1)C1=NC(=CC(=N1)Cl)N1CCOCC1 (2-[3-(1-tert-butoxycarbonylpiperidin-4-ylcarbonylamino)phenyl]-4-chloro-6-morpholinopyrimidine), OCC1=CC=C(S1)B(O)O (5-hydroxymethylthien-2-ylboronic acid), [F-].[Cs+] (caesium fluoride), C(Cl)Cl (methylene chloride). The reagents and catalysts are C1=CC=C(C=C1)P([C-]2C=CC=C2)C3=CC=CC=C3.C1=CC=C(C=C1)P([C-]2C=CC=C2)C3=CC=CC=C3.Cl[Pd]Cl.[Fe+2] ([1,1′-bis(diphenylphosphino)ferrocene]dichloropalladium(II)). Solvent: CO (methanol). Conditions: temperature 120 celsius, time 30 minute. Yields the product OCC1=CC=C(S1)C1=NC(=NC(=C1)N1CCOCC1)C1=CC(=CC=C1)NC(=O)C1CCNCC1 (4-(5-hydroxymethylthien-2-yl)-6-morpholino-2-(3-piperidin-4-ylcarbonylaminophenyl)pyrimidine). Isolated yield 29.1%. Reaction SMILES: C(OC([N:8]1[CH2:13][CH2:12][CH:11]([C:14]([NH:16][C:17]2[CH:18]=[C:19]([C:23]3[N:28]=[C:27](Cl)[CH:26]=[C:25]([N:30]4[CH2:35][CH2:34][O:33][CH2:32][CH2:31]4)[N:24]=3)[CH:20]=[CH:21][CH:22]=2)=[O:15])[CH2:10][CH2:9]1)=O)(C)(C)C.[OH:36][CH2:37][C:38]1[S:42][C:41](B(O)O)=[CH:40][CH:39]=1.[F-].[Cs+].C(Cl)Cl>C1C=CC(P(C2C=CC=CC=2)[C-]2C=CC=C2)=CC=1.C1C=CC(P(C2C=CC=CC=2)[C-]2C=CC=C2)=CC=1.Cl[Pd]Cl.[Fe+2].CO>[OH:36][CH2:37][C:38]1[S:42][C:41]([C:27]2[CH:26]=[C:25]([N:30]3[CH2:31][CH2:32][O:33][CH2:34][CH2:35]3)[N:24]=[C:23]([C:19]3[CH:20]=[CH:21][CH:22]=[C:17]([NH:16][C:14]([CH:11]4[CH2:10][CH2:9][NH:8][CH2:13][CH2:12]4)=[O:15])[CH:18]=3)[N:28]=2)=[CH:40][CH:39]=1 |f:2.3,5.6.7.8|. Procedure details: A mixture of 2-[3-(1-tert-butoxycarbonylpiperidin-4-ylcarbonylamino)phenyl]-4-chloro-6-morpholinopyrimidine (0.054 g), 5-hydroxymethylthien-2-ylboronic acid (0.021 g), caesium fluoride (0.046 g), a [1,1′-bis(diphenylphosphino)ferrocene]dichloropalladium(II) 1:1 complex with methylene chloride (3 mg), and methanol (2 ml) was stirred and heated to 120° C. using microwave radiation for 20 minutes under an atmosphere of nitrogen in a sealed glass tube. The resultant reaction mixture was evaporated a...